This data is from the Open Reaction Database (ORD), a public repository of structured organic reaction records. The task is: describe an organic reaction: reactants, conditions, products, and yield Reactants: [N+](=O)([O-])C1=CC=C(C=C1)\C=C\CCCCCC ((E)-1-nitro-4-(oct-1-enyl)benzene). Reagents/catalysts: [Pd] (Pd—C). Solvent: CO (MeOH). Product: C(CCCCCCC)C1=CC=C(N)C=C1 (4-octylaniline). Yield: 85.8%. RXN SMILES: [N+:1]([C:4]1[CH:9]=[CH:8][C:7](/[CH:10]=[CH:11]/[CH2:12][CH2:13][CH2:14][CH2:15][CH2:16][CH3:17])=[CH:6][CH:5]=1)([O-])=O>[Pd].CO>[CH2:10]([C:7]1[CH:6]=[CH:5][C:4]([NH2:1])=[CH:9][CH:8]=1)[CH2:11][CH2:12][CH2:13][CH2:14][CH2:15][CH2:16][CH3:17]. Procedure: A MeOH (20 mL) solution of compound (E)-1-nitro-4-(oct-1-enyl)benzene (2.121 g, 9.0 mmol) and Pd—C (200 mg, 0.9 mmol) was stirred at r.t. for 2 h under hydrogen atmosphere. Then the mixture was filtered and the filtrate was evaporated to give product the title compound (1.586 g, 85%) as a pink liquid. 1H NMR (300 MHz, CDCl3) δ 6.962 (d, 2H), 6.636 (d, 2H), 3.487 (b, 2H), 2.484 (t, 2H), 1.581-1.467 (m, 2H), 1.291-1.166 (m, 10H), 0.874 (t, 3H). Starting materials: CC=1N=CN(C1)C1=CC(=CC=C1)[N+](=O)[O-] (4-methyl-1-(3-nitrophenyl)-1H-imidazole), C(=O)[O-].[Na+] (sodium formate), C(=O)O (formic acid). Reagents/catalysts: [Pd] (palladium black). Run in CO (methyl alcohol). Run at time 18 hour. Yields the product CC=1N=CN(C1)C=1C=C(C=CC1)N (3-(4-Methyl-1H-imidazol-1-yl)benzenamine). Isolated yield 82.8%. As a reaction SMILES: [CH3:1][C:2]1[N:3]=[CH:4][N:5]([C:7]2[CH:12]=[CH:11][CH:10]=[C:9]([N+:13]([O-])=O)[CH:8]=2)[CH:6]=1.C([O-])=O.[Na+].C(O)=O>CO.[Pd]>[CH3:1][C:2]1[N:3]=[CH:4][N:5]([C:7]2[CH:8]=[C:9]([NH2:13])[CH:10]=[CH:11][CH:12]=2)[CH:6]=1 |f:1.2|. Procedure: A mixture of 14.6 g of 4-methyl-1-(3-nitrophenyl)-1H-imidazole, 766 mg of palladium black, 19.6 g of sodium formate, 12.8 ml of formic acid in 300 ml of methyl alcohol is stirred for 18 hours under a hydrogen atmosphere. The mixture is filtered through diatomaceous earth and the filtrate evaporated to a residue. The residue is partitioned between saturated potassium bicarbonate and chloroform. The organic layer is dried and evaporated to a residue which is dissolved in a minimum of chloroform an... Reaction SMILES: [CH3:1][N:2]1[C:6]([CH3:7])=[CH:5][C:4]([NH:8][C:9]2[CH:14]=[CH:13][CH:12]=[CH:11][C:10]=2[N+:15]([O-])=O)=[C:3]1[C:18]([O:20][CH2:21][CH3:22])=[O:19].[H][H]>C(OCC)(=O)C.[Pd]>[NH2:15][C:10]1[CH:11]=[CH:12][CH:13]=[CH:14][C:9]=1[NH:8][C:4]1[CH:5]=[C:6]([CH3:7])[N:2]([CH3:1])[C:3]=1[C:18]([O:20][CH2:21][CH3:22])=[O:19]. Run in C(C)(=O)OCC (ethyl acetate). Product: NC1=C(C=CC=C1)NC1=C(N(C(=C1)C)C)C(=O)OCC (Ethyl 3-(2-aminophenyl)amino-1,5-dimethyl-1H-pyrrole-2-carboxylate). Reagents/catalysts: [Pd] (palladium-on-charcoal). Starting materials: CN1C(=C(C=C1C)NC1=C(C=CC=C1)[N+](=O)[O-])C(=O)OCC (ethyl 1,5-dimethyl-3-(2-nitrophenyl)amino-1H-pyrrole-2-carboxylate), [H][H] (hydrogen). Reported procedure: A catalytic amount of palladium-on-charcoal is added to a solution of 3.0 g (0.01 mole) of ethyl 1,5-dimethyl-3-(2-nitrophenyl)amino-1H-pyrrole-2-carboxylate in 50 ml of ethyl acetate, and the mixture is hydrogenated (in a circulatory hydrogenation apparatus under a slightly elevated pressure at room temperature) until the theoretical amount of hydrogen has been absorbed. After the catalyst has been filtered off, the filtrate is concentrated in vacuo, and the crystalline residue is recrystallize... The reactants are COC(=O)C=1C=NN(C1)C1=CC=C(C=C1)C=O (1-(4-formylphenyl)-1H-pyrazol-4-carboxylic acid methyl ester), CO (methanol), O1CCCC1 (tetrahydrofuran), [BH4-].[Na+] (sodium borohydride). Solvent: C(C)(=O)OCC (ethyl acetate). Reaction conditions: time 15 minute. The product is COC(=O)C=1C=NN(C1)C1=CC=C(C=C1)CO (1-(4-hydroxymethylphenyl)-1H-pyrazol-4-carboxylic acid methyl ester). The yield is 103.1%. As a reaction SMILES: [CH3:1][O:2][C:3]([C:5]1[CH:6]=[N:7][N:8]([C:10]2[CH:15]=[CH:14][C:13]([CH:16]=[O:17])=[CH:12][CH:11]=2)[CH:9]=1)=[O:4].CO.O1CCCC1.[BH4-].[Na+]>C(OCC)(=O)C>[CH3:1][O:2][C:3]([C:5]1[CH:6]=[N:7][N:8]([C:10]2[CH:15]=[CH:14][C:13]([CH2:16][OH:17])=[CH:12][CH:11]=2)[CH:9]=1)=[O:4] |f:3.4|. Reported procedure: A mixture of 1-(4-formylphenyl)-1H-pyrazol-4-carboxylic acid methyl ester (1.00 g), methanol (10 ml) and tetrahydrofuran (25 ml) was treated with sodium borohydride at 0° C. After 15 minutes, the mixture was diluted with ethyl acetate and washed with water. The organic layer was dried over magnesium sulfate, filtered, and concentrated by evaporation to give 1-(4-hydroxymethylphenyl)-1H-pyrazol-4-carboxylic acid methyl ester (1.04 g).